From a dataset of the Open Reaction Database (ORD), a public repository of structured organic reaction records. describe an organic reaction: reactants, conditions, products, and yield Reactants: BrC1=CC=C(CC#N)C=C1 (4-bromobenzyl cyanide), II (iodine), Cl (HCl). Run in C1CCOC1 (THF). Yields the product BrC1=CC=C(C=C1)/C(=C(/C#N)\C1=CC=C(C=C1)Br)/C#N (bis(4-bromophenyl)maleonitrile). Yield: 40.0%. RXN SMILES: [Br:1][C:2]1[CH:10]=[CH:9][C:5]([CH2:6][C:7]#[N:8])=[CH:4][CH:3]=1.II.Cl>C1COCC1>[Br:1][C:2]1[CH:10]=[CH:9][C:5](/[C:6](/[C:7]#[N:8])=[C:6](\[C:5]2[CH:9]=[CH:10][C:2]([Br:1])=[CH:3][CH:4]=2)/[C:7]#[N:8])=[CH:4][CH:3]=1. Procedure: More specifically, 4-bromobenzyl cyanide was oxidized with iodine and hydrolyzed with 3% HCl (aq)/THF to form bis(4-bromophenyl)maleonitrile (40˜50%). See Cook & Linstead (1937) J. Chem. Soc. 929. Bis(4-bromophenyl)maleonitrile thus obtained was alkylated with KotBu/CH3I to afford N-methyl-bis(4-bromophenyl)maleimide (86%). NPAMLI was prepared by palladium catalyzed amination of N-methyl-bis(4-bromophenyl)maleimide (71%), followed by column chromatography and sublimation purification. The synthe...